This data is from the Open Reaction Database (ORD), a public repository of structured organic reaction records. The task is: describe an organic reaction: reactants, conditions, products, and yield Starting materials: COC(C=O)OC, COc1ccc(N)cc1N1CCN(C)CC1, CCO. The product is COc1ccc(NCC(OC)OC)cc1N1CCN(C)CC1. RXN SMILES: [CH3:17][O:18][CH:19]([CH:20]=[O:21])[O:22][CH3:23].[CH3:1][O:2][c:3]1[c:4]([N:10]2[CH2:11][CH2:12][N:13]([CH3:16])[CH2:14][CH2:15]2)[cH:5][c:6]([NH2:9])[cH:7][cH:8]1.[CH3:24][CH2:25][OH:26]>>[CH3:1][O:2][c:3]1[c:4]([N:10]2[CH2:11][CH2:12][N:13]([CH3:16])[CH2:14][CH2:15]2)[cH:5][c:6]([NH:9][CH2:20][CH:19]([O:18][CH3:17])[O:22][CH3:23])[cH:7][cH:8]1. The reactants are [Br-], [Br-], CC(C)=O, CSc1c(F)cc(CCl)cc1F, [Li+], [Na+], O. Product: CSc1c(F)cc(CBr)cc1F. As a reaction SMILES: [Br-:14].[Br-:20].[CH3:15][C:16](=[O:17])[CH3:18].[Cl:1][CH2:2][c:3]1[cH:4][c:5]([F:12])[c:6]([S:10][CH3:11])[c:7]([F:9])[cH:8]1.[Li+:13].[Na+:19].[OH2:21]>>[CH2:2]([c:3]1[cH:4][c:5]([F:12])[c:6]([S:10][CH3:11])[c:7]([F:9])[cH:8]1)[Br:14].